This data is from the Open Reaction Database (ORD), a public repository of structured organic reaction records. The task is: describe an organic reaction: reactants, conditions, products, and yield Reactants: C(C(CO)(CO)N)O (tris(hydroxymethyl)aminomethane), CO (methanol), O=C1C(=CN=C2N1C=NC=1C=CC(=CC21)NC(C(C(CC)C)C)=O)C(=O)O (4-oxo-10-(2,3-dimethylpentanamido)-4H-pyrimido[1,2-C]quinazoline-3-carboxylic acid). Solvent: CN(C=O)C (N,N-dimethylformamide). The product is O=C1C(=CN=C2N1C=NC=1C=CC(=CC21)NC(C(C(CC)C)C)=O)C(=O)[O-].OC[N+](C)(CO)CO (tris(hydroxymethyl)methylammonium 4-oxo-10-(2,3-dimethylpentanamido)-4H-pyrimido[1,2-C]quinazoline-3-carboxylate). As a reaction SMILES: [O:1]=[C:2]1[N:7]2[CH:8]=[N:9][C:10]3[CH:11]=[CH:12][C:13]([NH:16][C:17](=[O:24])[CH:18]([CH3:23])[CH:19]([CH3:22])[CH2:20][CH3:21])=[CH:14][C:15]=3[C:6]2=[N:5][CH:4]=[C:3]1[C:25]([OH:27])=[O:26].[CH2:28]([OH:35])C(N)(CO)CO.[CH3:36][OH:37]>CN(C)C=O>[O:1]=[C:2]1[N:7]2[CH:8]=[N:9][C:10]3[CH:11]=[CH:12][C:13]([NH:16][C:17](=[O:24])[CH:18]([CH3:23])[CH:19]([CH3:22])[CH2:20][CH3:21])=[CH:14][C:15]=3[C:6]2=[N:5][CH:4]=[C:3]1[C:25]([O-:27])=[O:26].[OH:37][CH2:36][N+:7]([CH2:28][OH:35])([CH2:2][OH:1])[CH3:6] |f:4.5|. Procedure: To a suspension of 4-oxo-10-(2,3-dimethylpentanamido)-4H-pyrimido[1,2-C]quinazoline-3-carboxylic acid (7.0 g) in N,N-dimethylformamide (93 ml) was added tris(hydroxymethyl)aminomethane (2.3 g) and methanol (47 ml) under stirring and stirred for 2 hours at ambient temperature. The insoluble materials was removed by filtration, and to the filtrate was added ether (60 ml) with stirring. The resultant precipitate was collected by filtration and washed with ether, and dried under reduced pressure to ...